From a dataset of the Open Reaction Database (ORD), a public repository of structured organic reaction records. describe an organic reaction: reactants, conditions, products, and yield Reactants: C(C=C)N(CC(=NO)C=1C=NC=CC1)CC=C (2-(diallylamino)-1-(3-pyridyl)ethanone oxime). Solvent: C1(=CC=CC=C1)C (toluene). Product: C(C=C)N1CC2(NOCC2C1)C=1C=NC=CC1 (5-Allyl-6a-(3-pyridyl)-3,3a,4,6-tetrahydro-1H-pyrrolo[3,4-c]isoxazole). The yield is 54.2%. Reaction SMILES: [CH2:1]([N:4]([CH2:15][CH:16]=[CH2:17])[CH2:5][C:6]([C:9]1[CH:10]=[N:11][CH:12]=[CH:13][CH:14]=1)=[N:7][OH:8])[CH:2]=[CH2:3]>C1(C)C=CC=CC=1>[CH2:15]([N:4]1[CH2:1][CH:2]2[C:6]([C:9]3[CH:10]=[N:11][CH:12]=[CH:13][CH:14]=3)([NH:7][O:8][CH2:3]2)[CH2:5]1)[CH:16]=[CH2:17]. Reported procedure: A solution of 2-(diallylamino)-1-(3-pyridyl)ethanone oxime (3.95 g, 17.08 mmol) in toluene (56 mL) is heated at 120° C. for 18 hours. The solvent is removed under reduced pressure. The crude product is purified by silica gel column chromatography using a 0-5% gradient of 0.14 M ammonia/methanol solution in dichloromethane to give the title compound (2.14 g, 43%). ES/MS (m/e): 232 (M+1). Starting materials: [Br-], N#Cc1ccc2nc(Br)sc2c1, C1CCOC1, CCCC[N+](CCCC)(CCCC)CCCC, CN1CCCC1=O, [Zn+]CC1CCCCC1, [I-], O=C(C=Cc1ccccc1)C=Cc1ccccc1, O=C(C=Cc1ccccc1)C=Cc1ccccc1, O=C(C=Cc1ccccc1)C=Cc1ccccc1, [Pd], [Pd]. Product: N#Cc1ccc2nc(CC3CCCCC3)sc2c1. Reaction SMILES: [Br-:18].[Br:1][c:2]1[s:3][c:4]2[c:5]([n:6]1)[cH:7][cH:8][c:9]([C:11]#[N:12])[cH:10]2.[CH2:13]1[O:14][CH2:15][CH2:16][CH2:17]1.[CH2:28]([N+:29]([CH2:30][CH2:31][CH2:32][CH3:33])([CH2:34][CH2:35][CH2:36][CH3:37])[CH2:38][CH2:39][CH2:40][CH3:41])[CH2:42][CH2:43][CH3:44].[CH3:101][N:102]1[CH2:103][CH2:104][CH2:105][C:106]1=[O:107].[CH:19]1([CH2:25][Zn+:26])[CH2:20][CH2:21][CH2:22][CH2:23][CH2:24]1.[I-:27].[O:47]=[C:48]([CH:49]=[CH:50][c:51]1[cH:52][cH:53][cH:54][cH:55][cH:56]1)[CH:57]=[CH:58][c:59]1[cH:60][cH:61][cH:62][cH:63][cH:64]1.[O:65]=[C:66]([CH:67]=[CH:68][c:69]1[cH:70][cH:71][cH:72][cH:73][cH:74]1)[CH:75]=[CH:76][c:77]1[cH:78][cH:79][cH:80][cH:81][cH:82]1.[O:83]=[C:84]([CH:85]=[CH:86][c:87]1[cH:88][cH:89][cH:90][cH:91][cH:92]1)[CH:93]=[CH:94][c:95]1[cH:96][cH:97][cH:98][cH:99][cH:100]1.[Pd:45].[Pd:46]>>[c:2]1([CH2:25][CH:19]2[CH2:20][CH2:21][CH2:22][CH2:23][CH2:24]2)[s:3][c:4]2[c:5]([n:6]1)[cH:7][cH:8][c:9]([C:11]#[N:12])[cH:10]2. Reactants: O=O (O2), C(C)(=O)NCCOCCOCCO (8-acetylamino-3,6-dioxa-1-octanol), [OH-].[Na+] (NaOH). Reagents/catalysts: [Pd] (Pd/C). The solvent is O (water). Run at temperature 70 celsius. Product: C(C)(=O)NCCOCCOCC(=O)[O-].[Na+] (sodium 8-acetylamino-3,6-dioxaoctanoate). The yield is 94.0%. RXN SMILES: [C:1]([NH:4][CH2:5][CH2:6][O:7][CH2:8][CH2:9][O:10][CH2:11][CH2:12][OH:13])(=[O:3])[CH3:2].[O:14]=O.[OH-].[Na+:17]>O.[Pd]>[C:1]([NH:4][CH2:5][CH2:6][O:7][CH2:8][CH2:9][O:10][CH2:11][C:12]([O-:14])=[O:13])(=[O:3])[CH3:2].[Na+:17] |f:2.3,6.7|. Procedure: 95.5 g of 8-acetylamino-3,6-dioxa-1-octanol were dissolved in 405 g of water, and 2.90 g of Pd/C (10% by weight) were added. The solution was heated to 70° C. and, while stirring vigorously, about 17 ml/min O2 were passed continously through the solution under atmospheric pressure for 14 h. Throughout the reaction, the pH was kept at 10 by continuously metering in a total of 105 g of 20% by weight aqueous NaOH. The remaining solution was then extracted with ethyl acetate in a perforator for 3 da... Product: C(C1=CC=CC=C1)N([C@@H]1COC2=CC=CC(=C2C1)C=1C=NC(=NC1)C1CC1)CC1=CC=CC=C1 ((3S)-N,N-dibenzyl-5-(2-cyclopropylpyrimidin-5-yl)chroman-3-amine). Procedure: The title compound was synthesized as described for Intermediate example I-28 in 53% yield, starting from (3S)-N,N-dibenzyl-5-(4,4,5,5-tetramethyl-1,3,2-dioxaborolan-2-yl)chroman-3-amine and 5-bromo-2-cyclopropylpyrimidine (1.1 equiv); 1H NMR (400 MHz, CDCl3) δ ppm 8.55 (s, 2 H), 7.27-7.36 (m, 8 H), 7.13-7.26 (m, 3 H), 6.86 (dd, 1 H), 6.75 (dd, 1 H), 4.32-4.41 (m, 1 H), 4.02 (t, 1 H), 3.70 (s, 4 H), 3.14-3.25 (m, 1 H), 2.76-2.89 (m, 1 H), 2.59-2.69 (m, 1 H), 2.30-2.40 (m, 1 H), 1.22-1.28 (m, 2 H... The yield is 53.0%. RXN SMILES: [CH2:1]([N:8]([CH2:28][C:29]1[CH:34]=[CH:33][CH:32]=[CH:31][CH:30]=1)[C@H:9]1[CH2:18][C:17]2[C:12](=[CH:13][CH:14]=[CH:15][C:16]=2B2OC(C)(C)C(C)(C)O2)[O:11][CH2:10]1)[C:2]1[CH:7]=[CH:6][CH:5]=[CH:4][CH:3]=1.Br[C:36]1[CH:37]=[N:38][C:39]([CH:42]2[CH2:44][CH2:43]2)=[N:40][CH:41]=1>>[CH2:28]([N:8]([CH2:1][C:2]1[CH:3]=[CH:4][CH:5]=[CH:6][CH:7]=1)[C@H:9]1[CH2:18][C:17]2[C:12](=[CH:13][CH:14]=[CH:15][C:16]=2[C:36]2[CH:37]=[N:38][C:39]([CH:42]3[CH2:44][CH2:43]3)=[N:40][CH:41]=2)[O:11][CH2:10]1)[C:29]1[CH:30]=[CH:31][CH:32]=[CH:33][CH:34]=1. The reactants are C(C1=CC=CC=C1)N([C@@H]1COC2=CC=CC(=C2C1)B1OC(C(O1)(C)C)(C)C)CC1=CC=CC=C1 ((3S)-N,N-dibenzyl-5-(4,4,5,5-tetramethyl-1,3,2-dioxaborolan-2-yl)chroman-3-amine), BrC=1C=NC(=NC1)C1CC1 (5-bromo-2-cyclopropylpyrimidine). The reactants are Cn1ccnc1, Fc1ccc(-c2cc(N3CCN(c4ncccc4C(F)(F)F)CC3)nc(Cl)n2)cc1Cl, [Cu]I, CC(=O)[O-], CC(=O)[O-], C1COCCO1, [Pd+2], c1ccc(P(c2ccccc2)c2ccccc2)cc1. Product: Cn1ccnc1-c1nc(-c2ccc(F)c(Cl)c2)cc(N2CCN(c3ncccc3C(F)(F)F)CC2)n1. RXN SMILES: [CH3:32][n:33]1[cH:34][cH:35][n:36][cH:37]1.[Cl:1][c:2]1[n:3][c:4]([N:16]2[CH2:17][CH2:18][N:19]([c:22]3[n:23][cH:24][cH:25][cH:26][c:27]3[C:28]([F:29])([F:30])[F:31])[CH2:20][CH2:21]2)[cH:5][c:6](-[c:8]2[cH:9][c:10]([Cl:15])[c:11]([F:14])[cH:12][cH:13]2)[n:7]1.[Cu:63][I:64].[O-:66][C:67]([CH3:68])=[O:69].[O-:70][C:71]([CH3:72])=[O:73].[O:57]1[CH2:58][CH2:59][O:60][CH2:61][CH2:62]1.[Pd+2:65].[c:38]1([P:39]([c:40]2[cH:41][cH:42][cH:43][cH:44][cH:45]2)[c:46]2[cH:47][cH:48][cH:49][cH:50][cH:51]2)[cH:52][cH:53][cH:54][cH:55][cH:56]1>>[c:2]1(-[c:37]2[n:33]([CH3:32])[cH:34][cH:35][n:36]2)[n:3][c:4]([N:16]2[CH2:17][CH2:18][N:19]([c:22]3[n:23][cH:24][cH:25][cH:26][c:27]3[C:28]([F:29])([F:30])[F:31])[CH2:20][CH2:21]2)[cH:5][c:6](-[c:8]2[cH:9][c:10]([Cl:15])[c:11]([F:14])[cH:12][cH:13]2)[n:7]1. Reactants: C([O-])([O-])=O.[K+].[K+] (potassium carbonate), CN(C)C=O (DMF), ClC=1C=CC(=C(C(=O)OC)C1)NC(CCl)=O (methyl 5-chloro-2-[(chloroacetyl)amino]benzoate), BrC1=C(C=CC=C1)O (bromophenol). The solvent is C(C)(=O)OCC (ethyl acetate), O (water). Run at temperature 80 celsius, time 2 hour. Yields the product BrC=1C=C(OCC(=O)NC2=C(C(=O)OC)C=C(C=C2)Cl)C=CC1 (methyl 2-{[(3-bromophenoxy)acetyl]amino-}-5-chlorobenzoate). The yield is 72.9%. Reaction SMILES: [C:1](=[O:4])([O-])[O-].[K+].[K+].CN(C=O)C.[Cl:12][C:13]1[CH:14]=[CH:15][C:16]([NH:23][C:24](=[O:27])[CH2:25]Cl)=[C:17]([CH:22]=1)[C:18]([O:20][CH3:21])=[O:19].[Br:28][C:29]1[CH:34]=C[CH:32]=[CH:31][C:30]=1O>C(OCC)(=O)C.O>[Br:28][C:29]1[CH:34]=[C:1]([CH:32]=[CH:31][CH:30]=1)[O:4][CH2:25][C:24]([NH:23][C:16]1[CH:15]=[CH:14][C:13]([Cl:12])=[CH:22][C:17]=1[C:18]([O:20][CH3:21])=[O:19])=[O:27] |f:0.1.2|. Procedure details: 1.59 g (11.5 mmol) of potassium carbonate was added to a DMF (20 mL) solution comprising 1.00 g (3.82 mmol) of methyl 5-chloro-2-[(chloroacetyl)amino]benzoate and 0.66 g (3.82 mmol) of bromophenol, and the mixture was heated while stirring at 80° C. for 2 hours. The mixture was cooled to room temperature, and water and ethyl acetate were added thereto. After the mixture was extracted, the organic layer was separated, washed with saturated saline, dried over sodium sulfate, filtered, condensed, a... Starting materials: COC(=O)CCCCCCNCc1ccc(-c2cnccn2)cc1, Cl, O=S(=O)(Cl)c1cccnc1. Yields the product COC(=O)CCCCCCN(Cc1ccc(-c2cnccn2)cc1)S(=O)(=O)c1cccnc1. As a reaction SMILES: [CH3:1][O:2][C:3]([CH2:4][CH2:5][CH2:6][CH2:7][CH2:8][CH2:9][NH:10][CH2:11][c:12]1[cH:13][cH:14][c:15](-[c:18]2[n:19][cH:20][cH:21][n:22][cH:23]2)[cH:16][cH:17]1)=[O:24].[ClH:25].[n:26]1[cH:27][c:28]([S:32](=[O:33])(=[O:34])[Cl:35])[cH:29][cH:30][cH:31]1>>[CH3:1][O:2][C:3]([CH2:4][CH2:5][CH2:6][CH2:7][CH2:8][CH2:9][N:10]([CH2:11][c:12]1[cH:13][cH:14][c:15](-[c:18]2[n:19][cH:20][cH:21][n:22][cH:23]2)[cH:16][cH:17]1)[S:32]([c:28]1[cH:27][n:26][cH:31][cH:30][cH:29]1)(=[O:33])=[O:34])=[O:24].